This data is from the Open Reaction Database (ORD), a public repository of structured organic reaction records. The task is: describe an organic reaction: reactants, conditions, products, and yield The reactants are COC(COC)=O (methoxyacetic acid methyl ester), COC=O (formic acid methyl ester), solid, C[O-].[Na+] (sodium methylate), C[O-].[Na+] (sodium methylate), CO (methanol), Cl (hydrochloric acid), [Cl-].[NH4+] (ammonium chloride), ClCC#N (chloroacetonitrile), C[O-].[Na+] (sodium methylate), CO (methanol). Run in O (water). Run at time 4 hour. Product: ClCC1=NC(=C(C=N1)OC)O (2-chloromethyl-6-hydroxy-5-methoxypyrimidine). The yield is 40.0%. RXN SMILES: [Cl:1][CH2:2][C:3]#[N:4].C[O-].[Na+].[Cl-].[NH4+:9].[CH3:10][O:11][C:12](=O)[CH2:13][O:14]C.COC=O.Cl.[CH3:22]O>O>[Cl:1][CH2:2][C:3]1[N:9]=[CH:22][C:12]([O:11][CH3:10])=[C:13]([OH:14])[N:4]=1 |f:1.2,3.4|. Procedure: 151.2 g (2 mols) of chloroacetonitrile were added to a solution of 10.8 g (0.2 mol) of sodium methylate in 500 ml of methanol at 0°-5° C., 117.6 g (2.2 mols) of ammonium chloride were then added at 15°-20° C. and the mixture was subsequently stirred at room temperature for 4 hours. Thereafter, it was added, at 0°-5° C., to a mixture of 208 g (2 mols) of methoxyacetic acid methyl ester, 120 g (2 mols) of formic acid methyl ester and 108 g (2 mols) of solid sodium methylate, which had first been s... Starting materials: CC(=O)OO, Cc1ccc(CS(=O)c2cccc[n+]2[O-])cc1[N+](=O)[O-], CC(=O)O. Product: Cc1ccc(CS(=O)(=O)c2cccc[n+]2[O-])cc1[N+](=O)[O-]. RXN SMILES: [C:21]([O:22][OH:24])(=[O:23])[CH3:25].[CH3:1][c:2]1[c:3]([N+:18](=[O:19])[O-:20])[cH:4][c:5]([CH2:8][S:9](=[O:10])[c:11]2[n+:12]([O-:17])[cH:13][cH:14][cH:15][cH:16]2)[cH:6][cH:7]1.[CH3:26][C:27](=[O:28])[OH:29]>>[CH3:1][c:2]1[c:3]([N+:18](=[O:19])[O-:20])[cH:4][c:5]([CH2:8][S:9](=[O:10])([c:11]2[n+:12]([O-:17])[cH:13][cH:14][cH:15][cH:16]2)=[O:23])[cH:6][cH:7]1. Starting materials: C(=O)([O-])[O-].[K+].[K+] (K2CO3), O1C=CC2=C1C=CC(=C2)C(=O)OC (Methyl benzofuran-5-carboxylate), C(=O)(O)[O-].[Na+] (NaHCO3), BrBr (Br2). Solvent: C(Cl)Cl (CH2Cl2). Reaction conditions: time 2 hour. The product is BrC1=COC2=C1C=C(C=C2)C(=O)O (3-bromobenzofuran-5-carboxylic acid). Yield: 96.1%. RXN SMILES: [O:1]1[C:5]2[CH:6]=[CH:7][C:8]([C:10]([O:12]C)=[O:11])=[CH:9][C:4]=2[CH:3]=[CH:2]1.[Br:14]Br.C([O-])(O)=O.[Na+].C([O-])([O-])=O.[K+].[K+]>C(Cl)Cl>[Br:14][C:3]1[C:4]2[CH:9]=[C:8]([C:10]([OH:12])=[O:11])[CH:7]=[CH:6][C:5]=2[O:1][CH:2]=1 |f:2.3,4.5.6|. Reported procedure: Methyl benzofuran-5-carboxylate (667 mg, 3.8 mmol) is dissolved in 20 ml CH2Cl2 in a flask under nitrogen. The solution is treated with Br2 (1.2 ml, 22.8 mmol), is layered with 20 ml saturated NaHCO3, and the reaction is stirred gently for 2 h at RT. The reaction is stirred vigorously for 30 min, the layers are separated, and the organic layer is concentrated in vacuo to an amber oil. The residue is dissolved in 30 ml EtOH, the solution is treated with anhydrous K2CO3 (3.15 g, 22.8 mmol), and th... As a reaction SMILES: [CH3:1][C:2]1([S:12][CH3:13])[C:10]2[C:5](=[CH:6][CH:7]=[CH:8][CH:9]=2)[NH:4][C:3]1=[O:11].Cl[CH2:15][CH2:16][O:17]C1CCCCO1>>[OH:17][CH2:16][CH2:15][N:4]1[C:5]2[C:10](=[CH:9][CH:8]=[CH:7][CH:6]=2)[C:2]([CH3:1])([S:12][CH3:13])[C:3]1=[O:11]. Yields the product OCCN1C(C(C2=CC=CC=C12)(SC)C)=O (1-(2-Hydroxyethyl)-3-methyl-3-methylthio-1,3-dihydro-2H-indol-2-one). Reactants: CC1(C(NC2=CC=CC=C12)=O)SC (3-methyl-3-methylthio-1,3-dihydro-2H-indol-2-one), ClCCOC1OCCCC1 (2-(2-chloroethoxy)tetrahydro-2H-pyran). Procedure: Prepared from 3-methyl-3-methylthio-1,3-dihydro-2H-indol-2-one and 2-(2-chloroethoxy)tetrahydro-2H-pyran as described in Example 1. The reactants are C(C=1C(O)=CC=CC1)(=O)OC (methyl salicylate), ClC1=C(C=C(C=C1)C(F)(F)F)[N+](=O)[O-] (4-chloro-3-nitrobenzotrifluoride), C([O-])([O-])=O.[K+].[K+] (potassium carbonate). Run in CN(C=O)C (dimethylformamide), C(C)(=O)OCC (ethyl acetate). Reaction conditions: temperature 150 celsius. The product is [N+](=O)([O-])C1=C(OC2=C(C(=O)OC)C=CC=C2)C=CC(=C1)C(F)(F)F (Methyl 2-(2-nitro-4-trifluoromethylphenoxy)benzoate). RXN SMILES: [C:1]([O:10][CH3:11])(=[O:9])[C:2]1[C:3](=[CH:5][CH:6]=[CH:7][CH:8]=1)[OH:4].Cl[C:13]1[CH:18]=[CH:17][C:16]([C:19]([F:22])([F:21])[F:20])=[CH:15][C:14]=1[N+:23]([O-:25])=[O:24].C(=O)([O-])[O-].[K+].[K+]>CN(C)C=O.C(OCC)(=O)C>[N+:23]([C:14]1[CH:15]=[C:16]([C:19]([F:20])([F:21])[F:22])[CH:17]=[CH:18][C:13]=1[O:4][C:3]1[CH:5]=[CH:6][CH:7]=[CH:8][C:2]=1[C:1]([O:10][CH3:11])=[O:9])([O-:25])=[O:24] |f:2.3.4|. Reported procedure: A mixture of methyl salicylate (15.2 g, 0.1 mol), 4-chloro-3-nitrobenzotrifluoride (22.6 g, 0.1 mol), and potassium carbonate (8.3 g, 0.06 mol) in dimethylformamide (100 mL) was stirred under argon and heated in an oil bath to 150° C. for 70 min. The reaction mixture was diluted with ethyl acetate (300 mL), filtered, and the residue washed with ethyl acetate. The combined filtrates were evaporated, and the crude product was purified by flash chromatography (silica gel, ethyl acetate/hexane) to g... Reactants: C(C)C1(OCCO1)CCCCCC(=O)N(C)OC (6-(2-ethyl-1,3-dioxolan-2-yl)-N-methoxy-N-methylhexanamide), C1=C(C=CC2=CC=CC=C12)C1=CN=C(N1)C(CCCCCCC(C)=O)=O (1-[5-(2-Naphthyl)-1H-imidazol-2-yl]nonane-1,8-dione), C1=C(C=CC2=CC=CC=C12)C=1N=CN(C1)COCC[Si](C)(C)C (4-(2-Naphthyl)-1-{[2-(trimethylsilyl)ethoxy]methyl}-1H-imidazole), [Li]CCCC (n-BuLi). The solvent is O (water), C1CCOC1 (THF), C1CCOC1 (THF), CCCCCC (hexane). Reaction conditions: time 30 minute. The product is C(C)C1(OCCO1)CCCCCC(=O)C=1N(C=C(N1)C1=CC2=CC=CC=C2C=C1)COCC[Si](C)(C)C (6-(2-ethyl-1,3-dioxolan-2-yl)-1-(4-(2-naphthyl)-1-{[2-(trimethylsilyl)ethoxy]methyl}-1H-imidazol-2-yl)hexan-1-one). Reaction SMILES: C1C2C(=CC=CC=2)C=CC=1C1NC(C(=O)CCCCCCC(=O)C)=NC=1.[CH:27]1[C:36]2[C:31](=[CH:32][CH:33]=[CH:34][CH:35]=2)[CH:30]=[CH:29][C:28]=1[C:37]1[N:38]=[CH:39][N:40]([CH2:42][O:43][CH2:44][CH2:45][Si:46]([CH3:49])([CH3:48])[CH3:47])[CH:41]=1.[Li]CCCC.[CH2:55]([C:57]1([CH2:62][CH2:63][CH2:64][CH2:65][CH2:66][C:67](N(OC)C)=[O:68])[O:61][CH2:60][CH2:59][O:58]1)[CH3:56]>C1COCC1.CCCCCC.O>[CH2:55]([C:57]1([CH2:62][CH2:63][CH2:64][CH2:65][CH2:66][C:67]([C:39]2[N:40]([CH2:42][O:43][CH2:44][CH2:45][Si:46]([CH3:49])([CH3:48])[CH3:47])[CH:41]=[C:37]([C:28]3[CH:29]=[CH:30][C:31]4[C:36](=[CH:35][CH:34]=[CH:33][CH:32]=4)[CH:27]=3)[N:38]=2)=[O:68])[O:58][CH2:59][CH2:60][O:61]1)[CH3:56]. Procedure details: To a solution of Example 5, E2 (1.0 eq.) in THF (0.1 M solution) at −78° C. was added a solution of n-BuLi (1.3 eq.) in hexane. The solution was stirred for 30 min and then a solution of 6-(2-ethyl-1,3-dioxolan-2-yl)-N-methoxy-N-methylhexanamide (1.5 eq.) in THF was slowly added. The reaction mixture was stirred for 1 hr at −78° C. and then 1 hr at RT. Then water was added and the aqueous phase was extracted with EtOAc. The combined organic extracts were dried (MgSO4) and the solvent was removed...